From a dataset of the Open Reaction Database (ORD), a public repository of structured organic reaction records. describe an organic reaction: reactants, conditions, products, and yield Starting materials: C(C)(C)(C)OC(=O)N1CC(C1)COS(=O)(=O)C (3-Methanesulfonyloxymethyl-azetidine-1-carboxylic acid tert-butyl ester), C([O-])([O-])=O.[Cs+].[Cs+] (cesium carbonate), CN1N=CC(=C1)C=1C=C(C=CC1)C1=NC=C(C=N1)C=1C=NNC1 (2-[3-(1-methyl-1H-pyrazol-4-yl)phenyl]-5-(1H-pyrazol-4-yl)pyrimidine). Run in CC(=O)N(C)C (DMA), O (water). Product: C(C)(C)(C)OC(=O)N1CC(C1)CN1N=CC(=C1)C=1C=NC(=NC1)C1=CC(=CC=C1)C=1C=NN(C1)C (3-(4-{2-[3-(1-Methyl-1H-pyrazol-4-yl)-phenyl]-pyrimidin-5-yl}-pyrazol-1-ylmethyl)-azetidine-1-carboxylic acid tert-butyl ester). Isolated yield 131.9%. As a reaction SMILES: [C:1]([O:5][C:6]([N:8]1[CH2:11][CH:10]([CH2:12]OS(C)(=O)=O)[CH2:9]1)=[O:7])([CH3:4])([CH3:3])[CH3:2].C(=O)([O-])[O-].[Cs+].[Cs+].[CH3:24][N:25]1[CH:29]=[C:28]([C:30]2[CH:31]=[C:32]([C:36]3[N:41]=[CH:40][C:39]([C:42]4[CH:43]=[N:44][NH:45][CH:46]=4)=[CH:38][N:37]=3)[CH:33]=[CH:34][CH:35]=2)[CH:27]=[N:26]1>CC(N(C)C)=O.O>[C:1]([O:5][C:6]([N:8]1[CH2:11][CH:10]([CH2:12][N:44]2[CH:43]=[C:42]([C:39]3[CH:38]=[N:37][C:36]([C:32]4[CH:33]=[CH:34][CH:35]=[C:30]([C:28]5[CH:27]=[N:26][N:25]([CH3:24])[CH:29]=5)[CH:31]=4)=[N:41][CH:40]=3)[CH:46]=[N:45]2)[CH2:9]1)=[O:7])([CH3:4])([CH3:3])[CH3:2] |f:1.2.3|. Procedure details: A solution of 3-Methanesulfonyloxymethyl-azetidine-1-carboxylic acid tert-butyl ester (Matrix scientific, 200 mg; 0.68 mmol; 1.0 eq.), cesium carbonate (442 mg; 1.36 mmol; 2.0 eq.) and 2-[3-(1-methyl-1H-pyrazol-4-yl)phenyl]-5-(1H-pyrazol-4-yl)pyrimidine (example 3, 205 mg; 0.68 mmol; 1.0 eq.) in dry DMA (3 mL) was heated at 100° C. O/N. The reaction mixture was then diluted with water and extracted with EtOAc (three times). Combined organic phases were washed with brine (three times), dried over...